Dataset: the Open Reaction Database (ORD), a public repository of structured organic reaction records. Task: describe an organic reaction: reactants, conditions, products, and yield Reactants: ClC=1C2=C(N=CN1)C=CN2CCOCC (4-chloro-5-(2-ethoxyethyl)-5H-pyrrolo[3,2-d]pyrimidine), ClC=1C=C(N)C=CC1OCC1=CC(=CC=C1)F (3-chloro-4-[(3-fluorobenzyl)oxy]aniline). Run in C(O)([O-])=O.[Na+] (sodium hydrogen carbonate), CN1C(CCC1)=O (1-methyl-2-pyrrolidone). Reaction conditions: temperature 140 celsius, time 7 hour. The product is ClC=1C=C(C=CC1OCC1=CC(=CC=C1)F)NC=1C2=C(N=CN1)C=CN2CCOCC (N-{3-chloro-4-[(3-fluorobenzyl)oxy]phenyl}-5-(2-ethoxyethyl)-5H-pyrrolo[3,2-d]pyrimidin-4-amine). The yield is 51.2%. Reaction SMILES: Cl[C:2]1[C:3]2[N:10]([CH2:11][CH2:12][O:13][CH2:14][CH3:15])[CH:9]=[CH:8][C:4]=2[N:5]=[CH:6][N:7]=1.[Cl:16][C:17]1[CH:18]=[C:19]([CH:21]=[CH:22][C:23]=1[O:24][CH2:25][C:26]1[CH:31]=[CH:30][CH:29]=[C:28]([F:32])[CH:27]=1)[NH2:20]>CN1CCCC1=O.C(=O)([O-])O.[Na+]>[Cl:16][C:17]1[CH:18]=[C:19]([NH:20][C:2]2[C:3]3[N:10]([CH2:11][CH2:12][O:13][CH2:14][CH3:15])[CH:9]=[CH:8][C:4]=3[N:5]=[CH:6][N:7]=2)[CH:21]=[CH:22][C:23]=1[O:24][CH2:25][C:26]1[CH:31]=[CH:30][CH:29]=[C:28]([F:32])[CH:27]=1 |f:3.4|. Procedure details: To a solution of 4-chloro-5-(2-ethoxyethyl)-5H-pyrrolo[3,2-d]pyrimidine (90 mg) in 1-methyl-2-pyrrolidone (0.7 mL), 3-chloro-4-[(3-fluorobenzyl)oxy]aniline (151 mg) was added, and the mixture was heated to 140° C. and stirred for 7 hrs. The reaction mixture was allowed to cool to room temperature. The reaction mixture was diluted with 5% aqueous sodium hydrogen carbonate solution (20 mL) and extracted with ethyl acetate (25 mL×3). The organic layer washed with saturated brine and dried over anhy... Reaction conditions: temperature 80 celsius, time 5 minute. Reactants: C([O-])([O-])=O.[K+].[K+] (potassium carbonate), O (water), CN1N=CC(=C1)B1OC(C(O1)(C)C)(C)C (1-methyl-4-(4,4,5,5-tetramethyl-1,3,2-dioxaborolan-2-yl)-1H-pyrazole), Pd-118, BrC=1C=C(C=CC1F)CC(=O)OC (methyl 2-(3-bromo-4-fluorophenyl)acetate). Reported procedure: Pd-118 (0.201 g) was dissolved in acetonitrile (20 mL) and stirred for 5 min before addition of potassium carbonate (5.34 g), water (20 mL) and 1-methyl-4-(4,4,5,5-tetramethyl-1,3,2-dioxaborolan-2-yl)-1H-pyrazole (2.95 g). The mixture was stirred for a further 5 min then methyl 2-(3-bromo-4-fluorophenyl)acetate [Example 13, Step i)] (3.18 g) in MeCN (2 mL) added and the reaction was heated at the heating block (80° C.) for 25 min. The mixture was cooled and extracted into DCM (100 mL). Organic w... Reaction SMILES: C(=O)([O-])[O-].[K+].[K+].O.[CH3:8][N:9]1[CH:13]=[C:12](B2OC(C)(C)C(C)(C)O2)[CH:11]=[N:10]1.Br[C:24]1[CH:25]=[C:26]([CH2:31][C:32]([O:34][CH3:35])=[O:33])[CH:27]=[CH:28][C:29]=1[F:30]>C(#N)C>[F:30][C:29]1[CH:24]=[CH:25][C:26]([CH2:31][C:32]([O:34][CH3:35])=[O:33])=[CH:27][C:28]=1[C:12]1[CH:11]=[N:10][N:9]([CH3:8])[CH:13]=1 |f:0.1.2|. Yields the product FC1=C(C=C(C=C1)CC(=O)OC)C=1C=NN(C1)C (Methyl 2-(4-fluoro-3-(1-methyl-1H-pyrazol-4-yl)phenyl)acetate). Solvent: C(C)#N (acetonitrile), CC#N (MeCN). Starting materials: cuprous cyanide, C(C1=CC=CC=C1)OC1=CC2=CC=C(C=C2C=C1)Br (2-benzyloxy-6-bromonaphthalene), CN(C=O)C (dimethyl formamide), O.N (ammonia water), ice. The reagents and catalysts are N1=CC=CC=C1 (pyridine). Yields the product C(C1=CC=CC=C1)OC1=CC2=CC=C(C=C2C=C1)C#N (2-benzyloxy-6-naphthonitrile). As a reaction SMILES: [CH2:1]([O:8][C:9]1[CH:18]=[CH:17][C:16]2[C:11](=[CH:12][CH:13]=[C:14](Br)[CH:15]=2)[CH:10]=1)[C:2]1[CH:7]=[CH:6][CH:5]=[CH:4][CH:3]=1.O.N.[CH3:22][N:23](C)C=O>N1C=CC=CC=1>[CH2:1]([O:8][C:9]1[CH:18]=[CH:17][C:16]2[C:11](=[CH:12][CH:13]=[C:14]([C:22]#[N:23])[CH:15]=2)[CH:10]=1)[C:2]1[CH:7]=[CH:6][CH:5]=[CH:4][CH:3]=1 |f:1.2|. Procedure details: Ten grams of 2-benzyloxy-6-bromonaphthalene was dissolved in 65 ml of dimethyl formamide, 2.83 grams of cuprous cyanide and 5 to 6 drops of pyridine were added thereto, and the mixture was heated to reflux with stirring for twelve hours. After the reaction was completed, the reaction solution was poured into a mixture of 150 ml of concentrated ammonia water and 150 grams of ice, the mixture was extracted with chloroform, the chloroform extract was washed with diluted hydrochloric acid and then w... Reactants: C(C)(C)(C)N (t-butylamine), C(C)(=O)O (acetic acid), C(C)(C)(C)NCC(COC1=CC=CC=2CC=CCC12)O (1-(tert-butylamino)-3-(5,8-dihydronaphthyl)oxyl-2-propanol), C(C)(=O)OI (acetoxy iodide). Reagents/catalysts: [Ag]I (silver iodide). Product: CC(C)(C)NCC(COC=1C=CC=C2C1C[C@@H]([C@@H](C2)O)O)O (Nadolol). As a reaction SMILES: C(N)(C)(C)C.[C:6]([NH:10][CH2:11][CH:12]([OH:25])[CH2:13][O:14][C:15]1[C:24]2[CH2:23][CH:22]=CC[C:19]=2[CH:18]=[CH:17][CH:16]=1)([CH3:9])([CH3:8])[CH3:7].[C:26]([O:29]I)(=O)[CH3:27].C(O)(=[O:33])C>[Ag]I>[CH3:7][C:6]([NH:10][CH2:11][CH:12]([OH:25])[CH2:13][O:14][C:15]1[CH:16]=[CH:17][CH:18]=[C:19]2[CH2:27][C@@H:26]([OH:29])[C@@H:22]([OH:33])[CH2:23][C:24]=12)([CH3:9])[CH3:8]. Reported procedure: Subsequently Hauck in Canadian Letters Patent 1,041,544 attempted to separate the four optical cis isomers of 2,3-cis-1,2,3,4-tetrahydro-S-[2-hydroxy-3-(tert-butylamino) propoxy]-2,3-naphthalenediol in order to determine the best of these isomers. The processes of manufacture (See pages 4, 5 and 6 of the Patent and example 4 at pages 18 and of the patent) employ water. Crystallization of isomer product is from chloroform. In Hauck's laboratory procedure resulting 1-(2,3-epoxypropoxy)-5,8-dihydro... The reactants are COC(=O)C=1C=C2C(=NC1)SC(=N2)COC (methyl-2-methoxymethylthiazolo[5,4-b]pyridine-6-carboxylate), [OH-].[Na+] (sodium hydroxide), Cl (hydrochloric acid). Run in C(C)O (ethanol). Product: COCC=1SC2=NC=C(C=C2N1)C(=O)O (2-Methoxymethylthiazolo[5,4-b]pyridin-6-yl-carboxylic acid). As a reaction SMILES: C[O:2][C:3]([C:5]1[CH:6]=[C:7]2[N:13]=[C:12]([CH2:14][O:15][CH3:16])[S:11][C:8]2=[N:9][CH:10]=1)=[O:4].[OH-].[Na+].Cl>C(O)C>[CH3:16][O:15][CH2:14][C:12]1[S:11][C:8]2[C:7]([N:13]=1)=[CH:6][C:5]([C:3]([OH:4])=[O:2])=[CH:10][N:9]=2 |f:1.2|. Procedure: A mixture of 1.1 g (4.62 mmol) of methyl-2-methoxymethylthiazolo[5,4-b]pyridine-6-carboxylate and 9.2 mL of 2N sodium hydroxide solution were stirred into 50 mL of ethanol for one hour at room temperature. Then 9.2 mL of 2N hydrochloric acid were added, the alcohol was distilled off, and it was diluted with 20 mL of water. The aqueous phase was acidified with concentrated hydrochloric acid whilst cooling with ice, the beige precipitate formed was filtered off, then washed with water and dried. Y... Starting materials: COC(=O)c1sccc1N, c1ccncc1, O=C(Cl)c1cnc2ccccc2n1. Product: COC(=O)c1sccc1NC(=O)c1cnc2ccccc2n1. Reaction SMILES: [NH2:1][c:2]1[c:3]([C:7](=[O:8])[O:9][CH3:10])[s:4][cH:5][cH:6]1.[cH:24]1[cH:25][cH:26][n:27][cH:28][cH:29]1.[n:11]1[c:12]([C:21](=[O:22])[Cl:23])[cH:13][n:14][c:15]2[cH:16][cH:17][cH:18][cH:19][c:20]12>>[NH:1]([c:2]1[c:3]([C:7](=[O:8])[O:9][CH3:10])[s:4][cH:5][cH:6]1)[C:21]([c:12]1[n:11][c:20]2[c:15]([n:14][cH:13]1)[cH:16][cH:17][cH:18][cH:19]2)=[O:22]. The reactants are 10.7, [N+](=O)([O-])C1=CC=C(C=C1)C1=CC=C(O1)C#N (5-(4-nitrophenyl)-2-furonitrile), C[O-].[Na+] (sodium methoxide). Run in CO (methanol). Reaction conditions: time 5 minute. The product is [N+](=O)([O-])C1=CC=C(C=C1)C1=CC=C(O1)C(OC)=N (methyl 5-(4-nitrophenyl)-2-furancarboximidate). Reaction SMILES: [N+:1]([C:4]1[CH:9]=[CH:8][C:7]([C:10]2[O:14][C:13]([C:15]#[N:16])=[CH:12][CH:11]=2)=[CH:6][CH:5]=1)([O-:3])=[O:2].[CH3:17][O-:18].[Na+]>CO>[N+:1]([C:4]1[CH:9]=[CH:8][C:7]([C:10]2[O:14][C:13]([C:15](=[NH:16])[O:18][CH3:17])=[CH:12][CH:11]=2)=[CH:6][CH:5]=1)([O-:3])=[O:2] |f:1.2|. Procedure details: A mixture of 10.7 (0.05 ml) of 5-(4-nitrophenyl)-2-furonitrile and 500 ml of anhydrous methanol was heated on a steam bath until a solution resulted. After slight cooling, a catalytic amount (0.1 g) of powdered sodium methoxide was added with stirring. The solution turned quite dark and in about 5 minutes, solid started to separate. The mixture was allowed to stir for an hour and then was filtered. The solid was washed with anhydrous methanol and air dried. The yield was 10.0 g (81%). Recrystall... Reactants: COC(CCCOC1=CC2=C(C(=CC=C2C=C1)OCCOCCBr)C(C)=O)=O (4-[[8-acetyl-7-[2-(2-bromoethoxy)ethoxy]-2-naphthalenyl]oxy]butanoic acid methyl ester), OC1=C(C=CC(=C1CCC)O)C(C)=O (1-(2,4-dihydroxy-3-propylphenyl)-ethanone), C([O-])([O-])=O.[K+].[K+] (potassium carbonate). The solvent is CC(=O)C (acetone), CN(C=O)C (dimethylformamide). Product: COC(CCCOC1=CC2=C(C(=CC=C2C=C1)OCCOCCOC1=C(C(=C(C=C1)C(C)=O)O)CCC)C(C)=O)=O (4-[[8-acetyl-7-[2-[2-(4-acetyl-3-hydroxy-2-propylphenoxy)ethoxy]ethoxy]-2-naphthalenyl)oxy]butanoic acid methyl ester). Isolated yield 86.0%. RXN SMILES: [CH3:1][O:2][C:3](=[O:28])[CH2:4][CH2:5][CH2:6][O:7][C:8]1[CH:17]=[CH:16][C:15]2[C:10](=[C:11]([C:25](=[O:27])[CH3:26])[C:12]([O:18][CH2:19][CH2:20][O:21][CH2:22][CH2:23]Br)=[CH:13][CH:14]=2)[CH:9]=1.[OH:29][C:30]1[C:35]([CH2:36][CH2:37][CH3:38])=[C:34]([OH:39])[CH:33]=[CH:32][C:31]=1[C:40](=[O:42])[CH3:41].C(=O)([O-])[O-].[K+].[K+]>CC(C)=O.CN(C)C=O>[CH3:1][O:2][C:3](=[O:28])[CH2:4][CH2:5][CH2:6][O:7][C:8]1[CH:17]=[CH:16][C:15]2[C:10](=[C:11]([C:25](=[O:27])[CH3:26])[C:12]([O:18][CH2:19][CH2:20][O:21][CH2:22][CH2:23][O:39][C:34]3[CH:33]=[CH:32][C:31]([C:40](=[O:42])[CH3:41])=[C:30]([OH:29])[C:35]=3[CH2:36][CH2:37][CH3:38])=[CH:13][CH:14]=2)[CH:9]=1 |f:2.3.4|. Procedure: A mixture of 1.6 g of 4-[[8-acetyl-7-[2-(2-bromoethoxy)ethoxy]-2-naphthalenyl]oxy]butanoic acid methyl ester, 0.82 g of 1-(2,4-dihydroxy-3-propylphenyl)-ethanone and 0.73 g of anhydrous potassium carbonate in 33 ml of anhydrous acetone and 11 ml of anhydrous dimethylformamide was stirred at reflux for 16 hours. The mixture was filtered and filtrate was concentrated to an oil. The oil was purified by high pressure liquid chromatography using 50% ethyl acetate-hexane to give 1.72 g (86%) of 4-[[8-...